This data is from the Open Reaction Database (ORD), a public repository of structured organic reaction records. The task is: describe an organic reaction: reactants, conditions, products, and yield Reactants: S1C(=CC=C1)C(C)=O (1-Thiophen-2-yl-ethanone), [Cl-].[Al+3].[Cl-].[Cl-] (aluminum chloride), ClCl (Cl2). Solvent: C(Cl)(Cl)Cl (chloroform), C(Cl)(Cl)(Cl)Cl (carbon tetrachloride), C(Cl)Cl (methylene chloride). Reaction conditions: temperature 20 celsius, time 10 minute. Product: ClC=1C=C(SC1Cl)C(C)=O (1-(4,5-Dichloro-thiophen-2-yl)-ethanone). Yield: 108.9%. Reaction SMILES: [S:1]1[CH:5]=[CH:4][CH:3]=[C:2]1[C:6](=[O:8])[CH3:7].[Cl-:9].[Al+3].[Cl-:11].[Cl-].ClCl>C(Cl)(Cl)Cl.C(Cl)(Cl)(Cl)Cl.C(Cl)Cl>[Cl:9][C:4]1[CH:3]=[C:2]([C:6](=[O:8])[CH3:7])[S:1][C:5]=1[Cl:11] |f:1.2.3.4|. Procedure details: To a solution of 1-Thiophen-2-yl-ethanone (5.0 grams, 40.0 mmole) in chloroform (50 ml) at 20° C. was added portionwise aluminum chloride (15.9 grams, 119.0 mmole). The mixture was stirred at 20° C. for 10 minutes and 1 M Cl2 in carbon tetrachloride (120 ml) was added dropwise. The mixture was stirred at room temperature for 30 minutes and diluted with methylene chloride (300 ml) and washed with 1 N sodium hydroxide and water and dried over magnesium sulfate and concentrated to give a solid (8.5... Reactants: NCCN1CCNCC1 (N-(2-aminoethyl)piperazine), ClCCC(=O)N=C=O (3-chloropropionyl isocyanate). Yields the product ClCCC(=O)NC(=O)N (3-chloropropionyl urea). The yield is 263.0%. Reaction SMILES: [NH2:1]CCN1CCNCC1.[Cl:10][CH2:11][CH2:12][C:13]([N:15]=[C:16]=[O:17])=[O:14]>>[Cl:10][CH2:11][CH2:12][C:13]([NH:15][C:16]([NH2:1])=[O:17])=[O:14]. Procedure details: In the same way, reaction of 6.5 g (50 mmols) of N-(2-aminoethyl)piperazine with 14.3 g (106 mmols) of 3-chloropropionyl isocyanate gives a quantitative yield of 19.8 g of the 3-chloropropionyl urea of the formula ##STR10## Melting point: 125°-130° C. The reactants are O (H2O), N(=C=S)C1=CC=C(C=C1)S(=O)(=O)N (4-Isothiocyanato-benzenesulfonamide), [Si](C)(C)(C(C)(C)C)Cl (tert-butyldimethylsilyl chloride), [H-].[Na+] (Sodium hydride). Procedure details: 4-Isothiocyanato-benzenesulfonamide (750 mg, 3.5 mmol), and tert-butyldimethylsilyl chloride (528 mg, 3.5 mmol) stirred in dry THF (20 mL) at 0° C. Sodium hydride (210 mg, 60% in mineral oil, 5.25 mmol) was added, and the reaction stirred for 1 h before it was poured over H2O (50 mL) and extracted with ether (2×50 mL). Organics were washed with brine (25 mL), dried (Na2SO4), and concentrated in vacuo. Purification by silica gel chromatography gave 920 mg (80%) of 4-isothiocyanato-N-(TBDMS)-benze... Run at time 1 hour. Yields the product N(=C=S)C1=CC=C(C=C1)S(=O)(=O)N[Si](C)(C)C(C)(C)C (4-isothiocyanato-N-(TBDMS)-benzenesulfonamide). Yield: 80.0%. Reaction SMILES: [N:1]([C:4]1[CH:9]=[CH:8][C:7]([S:10]([NH2:13])(=[O:12])=[O:11])=[CH:6][CH:5]=1)=[C:2]=[S:3].[Si:14](Cl)([C:17]([CH3:20])([CH3:19])[CH3:18])([CH3:16])[CH3:15].[H-].[Na+].O>C1COCC1>[N:1]([C:4]1[CH:5]=[CH:6][C:7]([S:10]([NH:13][Si:14]([C:17]([CH3:20])([CH3:19])[CH3:18])([CH3:16])[CH3:15])(=[O:11])=[O:12])=[CH:8][CH:9]=1)=[C:2]=[S:3] |f:2.3|. Solvent: C1CCOC1 (THF). The product is ClC1=C(C=C(C=C1)NC(C1=CC=C(C=C1)S(=O)(=O)N1CCNCC1)=O)C1=NC=CC=C1 (N-(4-chloro-3-(pyridin-2-yl)phenyl)-4-(piperazin-1-ylsulfonyl)benzamide). Procedure details: 1 g of 4-(chlorosulfonyl)benzoic acid was reacted with 931 mg of tert-butyl piperazine-1-carboxylate via Procedure H. 75 mg of 4-chloro-3-(pyridin-2-yl)aniline was coupled to 150 mg of 4-(4-(tert-butoxycarbonyl)piperazin-1-ylsulfonyl)benzoic acid via Procedure G. The crude product was subjected to basic workup conditions, treated with TFA to remove the Boc group and purified by reverse phase HPLC to yield N-(4-chloro-3-(pyridin-2-yl)phenyl)-4-(piperazin-1-ylsulfonyl)benzamide. MS (Q1) 457.1 (M)+... RXN SMILES: ClS(C1C=CC(C(O)=O)=CC=1)(=O)=O.N1(C(OC(C)(C)C)=O)CCNCC1.[Cl:27][C:28]1[CH:34]=[CH:33][C:31]([NH2:32])=[CH:30][C:29]=1[C:35]1[CH:40]=[CH:39][CH:38]=[CH:37][N:36]=1.C(OC([N:48]1[CH2:53][CH2:52][N:51]([S:54]([C:57]2[CH:65]=[CH:64][C:60]([C:61](O)=[O:62])=[CH:59][CH:58]=2)(=[O:56])=[O:55])[CH2:50][CH2:49]1)=O)(C)(C)C.C(O)(C(F)(F)F)=O>>[Cl:27][C:28]1[CH:34]=[CH:33][C:31]([NH:32][C:61](=[O:62])[C:60]2[CH:64]=[CH:65][C:57]([S:54]([N:51]3[CH2:52][CH2:53][NH:48][CH2:49][CH2:50]3)(=[O:56])=[O:55])=[CH:58][CH:59]=2)=[CH:30][C:29]=1[C:35]1[CH:40]=[CH:39][CH:38]=[CH:37][N:36]=1. Starting materials: C(C)(C)(C)OC(=O)N1CCN(CC1)S(=O)(=O)C1=CC=C(C(=O)O)C=C1 (4-(4-(tert-butoxycarbonyl)piperazin-1-ylsulfonyl)benzoic acid), ClS(=O)(=O)C1=CC=C(C(=O)O)C=C1 (4-(chlorosulfonyl)benzoic acid), N1(CCNCC1)C(=O)OC(C)(C)C (tert-butyl piperazine-1-carboxylate), crude product, ClC1=C(C=C(N)C=C1)C1=NC=CC=C1 (4-chloro-3-(pyridin-2-yl)aniline), C(=O)(C(F)(F)F)O (TFA). Reactants: C1(=CC=CC=C1)CCC(C)=O (4-phenyl-2-butanone), C(#N)CC(=O)OC (methyl cyanoacetate), C(C)(=O)O (acetic acid), C(C)(=O)[O-].[NH4+] (ammonium acetate). Run in C1(=CC=CC=C1)C (toluene). Product: C(#N)C(C(=O)OC)=C(CCC1=CC=CC=C1)C (methyl 2-cyano-3-methyl-5-phenyl-2-pentenate). The yield is 87.3%. Reaction SMILES: [C:1]1([CH2:7][CH2:8][C:9](=O)[CH3:10])[CH:6]=[CH:5][CH:4]=[CH:3][CH:2]=1.[C:12]([CH2:14][C:15]([O:17][CH3:18])=[O:16])#[N:13].C(O)(=O)C.C([O-])(=O)C.[NH4+]>C1(C)C=CC=CC=1>[C:12]([C:14](=[C:9]([CH3:10])[CH2:8][CH2:7][C:1]1[CH:6]=[CH:5][CH:4]=[CH:3][CH:2]=1)[C:15]([O:17][CH3:18])=[O:16])#[N:13] |f:3.4|. Procedure details: A mixture of 4-phenyl-2-butanone (1 g), methyl cyanoacetate (0.77 g), acetic acid (0.29 mL), ammonium acetate (0.11 g) and toluene (10 mL) was heated for reflux overnight removing the generated water. The reaction mixture was poured into water, and the resulting mixture was extracted with diethyl ether. The extract was washed with water and brine, and dried over anhydrous magnesium sulfate. The solvent was removed under reduced pressure, and the residue was purified by column chromatography on s... Reactants: COC(=O)c1c(OC(=O)N(C)C)ccc2ccccc12 (substrate), CCO[Si](OCC)(OCC)c1cccc(C)c1 (effective_coupling_partner). Reagents/catalysts: dcype. Run at temperature 120 celsius, time 12 hour. Product: COC(=O)c2c(c1cccc(C)c1)ccc3ccccc23. The reactants are BrCCCCCCC=1N(C(=C(N1)C1=CC=CC=C1)C1=CC=CC=C1)COCC[Si](C)(C)C (6-bromo-1-(4,5-diphenyl-1-[(trimethylsilyl)ethoxymethyl]-1H-imidazol-2-yl)hexane), C(CCCCCC)N (n-heptylamine), C([O-])(O)=O.[Na+] (sodium bicarbonate). Solvent: C(C)#N (acetonitrile). Product: C1(=CC=CC=C1)C=1N=C(N(C1C1=CC=CC=C1)COCC[Si](C)(C)C)CCCCCCNCCCCCCC (N-[6-(4,5-diphenyl-1-[(trimethylsilyl)ethoxymethyl]-1H-imidazol-2-yl)hexyl]-N-heptylamine). Yield: 96.9%. Reaction SMILES: Br[CH2:2][CH2:3][CH2:4][CH2:5][CH2:6][CH2:7][C:8]1[N:9]([CH2:25][O:26][CH2:27][CH2:28][Si:29]([CH3:32])([CH3:31])[CH3:30])[C:10]([C:19]2[CH:24]=[CH:23][CH:22]=[CH:21][CH:20]=2)=[C:11]([C:13]2[CH:18]=[CH:17][CH:16]=[CH:15][CH:14]=2)[N:12]=1.[CH2:33]([NH2:40])[CH2:34][CH2:35][CH2:36][CH2:37][CH2:38][CH3:39].C(=O)(O)[O-].[Na+]>C(#N)C>[C:13]1([C:11]2[N:12]=[C:8]([CH2:7][CH2:6][CH2:5][CH2:4][CH2:3][CH2:2][NH:40][CH2:33][CH2:34][CH2:35][CH2:36][CH2:37][CH2:38][CH3:39])[N:9]([CH2:25][O:26][CH2:27][CH2:28][Si:29]([CH3:32])([CH3:31])[CH3:30])[C:10]=2[C:19]2[CH:24]=[CH:23][CH:22]=[CH:21][CH:20]=2)[CH:18]=[CH:17][CH:16]=[CH:15][CH:14]=1 |f:2.3|. Procedure: Part B. A solution of 6-bromo-1-(4,5-diphenyl-1-[(trimethylsilyl)ethoxymethyl]-1H-imidazol-2-yl)hexane (1.0 g, 0.00195 mol) and n-heptylamine (0.45 g, 0.00389 mol) in acetonitrile (25 mL) was heated to 60° for 8 hours. The reaction mixture was poured into 10% aqueous sodium bicarbonate and extracted with ethyl acetate (2×50 mL). The combined organic extract was washed with water, brine, dried over magnesium sulfate and concentrated to give N-[6-(4,5-diphenyl-1-[(trimethylsilyl)ethoxymethyl]-1H-i... The solvent is CCO (EtOH). The product is C(C)(C)(C)[Si](OCCC#N)(C1=CC=CC=C1)C1=CC=CC=C1 (3-(tert-butyldiphenyl-silyloxy)propanenitrile). Reported procedure: A Solution of 3-(tert-butyldiphenylsilyloxy) propanamidine (25 g, 77 mmol) and 2-((dimethylamino)methylene)cyclohexane-1,3-dione (12.8 g, 77 mmol) in 400 mL of dry EtOH was heated at 80° C. for 3 h. After cooling to room temperature, the solvent was evaporated. Flash chromatography (SiO2, EtOAc/hexane=1:1) gave the title compound as a white solid. As a reaction SMILES: [Si:1]([O:18][CH2:19][CH2:20][C:21](N)=[NH:22])([C:14]([CH3:17])([CH3:16])[CH3:15])([C:8]1[CH:13]=[CH:12][CH:11]=[CH:10][CH:9]=1)[C:2]1[CH:7]=[CH:6][CH:5]=[CH:4][CH:3]=1.CN(C=C1C(=O)CCCC1=O)C>CCO>[C:14]([Si:1]([C:2]1[CH:7]=[CH:6][CH:5]=[CH:4][CH:3]=1)([C:8]1[CH:13]=[CH:12][CH:11]=[CH:10][CH:9]=1)[O:18][CH2:19][CH2:20][C:21]#[N:22])([CH3:17])([CH3:15])[CH3:16]. The reactants are [Si](C1=CC=CC=C1)(C1=CC=CC=C1)(C(C)(C)C)OCCC(=N)N (3-(tert-butyldiphenylsilyloxy) propanamidine), CN(C)C=C1C(CCCC1=O)=O (2-((dimethylamino)methylene)cyclohexane-1,3-dione). The reactants are CCN(CC)CCCBr, Br, O=C([O-])[O-], CN(C)C=O, [K+], [K+], Nc1nn(CCCN2CCCCC2)c2ccc(Cl)cc12, O. Reaction SMILES: [Br:27][CH2:28][CH2:29][CH2:30][N:31]([CH2:32][CH3:33])[CH2:34][CH3:35].[BrH:26].[C:36](=[O:37])([O-:38])[O-:39].[CH3:1][N:2]([CH3:3])[CH:4]=[O:5].[K+:40].[K+:41].[N:6]1([CH2:12][CH2:13][CH2:14][n:15]2[n:16][c:17]([NH2:25])[c:18]3[cH:19][c:20]([Cl:24])[cH:21][cH:22][c:23]23)[CH2:7][CH2:8][CH2:9][CH2:10][CH2:11]1.[OH2:42]>>[N:6]1([CH2:12][CH2:13][CH2:14][n:15]2[n:16][c:17]([NH:25][CH2:28][CH2:29][CH2:30][N:31]([CH2:32][CH3:33])[CH2:34][CH3:35])[c:18]3[cH:19][c:20]([Cl:24])[cH:21][cH:22][c:23]23)[CH2:7][CH2:8][CH2:9][CH2:10][CH2:11]1. Yields the product CCN(CC)CCCNc1nn(CCCN2CCCCC2)c2ccc(Cl)cc12. Reactants: Cc1ccc(S)o1, Cc1ccco1, COC(=O)CCl, [Li], c1ccoc1. The product is COC(=O)CSc1ccc(C)o1. RXN SMILES: [CH3:13][c:14]1[o:15][c:16]([SH:19])[cH:17][cH:18]1.[CH3:1][c:2]1[o:3][cH:4][cH:5][cH:6]1.[Cl:20][CH2:21][C:22](=[O:23])[O:24][CH3:25].[Li:12].[cH:7]1[cH:8][o:9][cH:10][cH:11]1>>[CH3:13][c:14]1[o:15][c:16]([S:19][CH2:21][C:22](=[O:23])[O:24][CH3:25])[cH:17][cH:18]1.